From a dataset of the Open Reaction Database (ORD), a public repository of structured organic reaction records. describe an organic reaction: reactants, conditions, products, and yield Starting materials: 240, O=C1N2N(C([C@H](CC1)NC(=O)OCC1C3=CC=CC=C3C=3C=CC=CC13)=O)[C@@H](CCC2)C(=O)OC(C)(C)C ((1S,9S)t-Butyl 6,10-dioxo-9-(fluoren-9-ylmethyloxycarbonylamino)-1,2,3,4,7,8,9,10-octahydro-6H-pyridazino[1,2-a][1,2]-diazepine-1-carboxylate), C(C1=CC=CC=C1)(=O)N[C@H]1CCC(N2N(C1=O)[C@@H](CCC2)C(=O)O)=O ((1S,9S)9-Benzoylamino-6,10-dioxo-1,2,3,4,7,8,9,10-octahydro-6H-pyridazino[1,2-a][1,2]-diazepine1-carboxylic acid), [K+].[Br-] (KBr). The solvent is C(Cl)Cl (CH2Cl2). Product: O=C1N2N(C([C@H](CC1)NC(=O)OCC1C3=CC=CC=C3C=3C=CC=CC13)=O)[C@@H](CCC2)C(=O)O ((1S,9S)6,10-Dioxo-9(fluoren-9-ylmethyloxycarbonylamino)-1,2,3,4,7,8,9,10-octahydro-6H-pyridazino[1,2-a][1,2]-diazepine-1-carboxylic acid). The yield is 96.0%. RXN SMILES: [O:1]=[C:2]1[CH2:8][CH2:7][C@H:6]([NH:9][C:10]([O:12][CH2:13][CH:14]2[C:26]3[CH:25]=[CH:24][CH:23]=[CH:22][C:21]=3[C:20]3[C:15]2=[CH:16][CH:17]=[CH:18][CH:19]=3)=[O:11])[C:5](=[O:27])[N:4]2[C@H:28]([C:32]([O:34]C(C)(C)C)=[O:33])[CH2:29][CH2:30][CH2:31][N:3]12.C(N[C@@H]1C(=O)N2[C@H](C(O)=O)CCCN2C(=O)CC1)(=O)C1C=CC=CC=1.[K+].[Br-]>C(Cl)Cl>[O:1]=[C:2]1[CH2:8][CH2:7][C@H:6]([NH:9][C:10]([O:12][CH2:13][CH:14]2[C:15]3[CH:16]=[CH:17][CH:18]=[CH:19][C:20]=3[C:21]3[C:26]2=[CH:25][CH:24]=[CH:23][CH:22]=3)=[O:11])[C:5](=[O:27])[N:4]2[C@H:28]([C:32]([OH:34])=[O:33])[CH2:29][CH2:30][CH2:31][N:3]12 |f:2.3|. Procedure: was prepared from 211f in 96% yield by the same method as for 212e: mp 120-126° C.; [αD25 -72.5° (c 0.1, CH2Cl2). IR (KBr) 3406, 2950, 1725, 1670, 1526, 1449, 1421, 1272, 1248, 1223, 1175, 761, 741; 1H NMR (CDCl3) δ 7.76 (2H, m), 7.62-7.26 (4H, m), 6.07, 5.76 (2H, brs, d, d, J=2.9), 5.46, 5.36 (1H, 2m), 4.79-4.54 (2H, m), 4.77 (2H, m), 4.21 (1H, m), 3.41 (1H, m), 2.89 (1H, m), 2.69 (1H, m), 2.35 (2H, m), 1.98, 1.73 (4H, 2m). MS(ES-, m/z) 462 (M+ -1, 50%), 240 (100%). Starting materials: CCN=C=NCCCN(C)C (EDCI), C=1C=CC2=C(C1)N=NN2O (HOBt), [NH4+].[Cl-] (NH4Cl), TEA, N[C@@](CC(=O)O)(C1=CC(=CC(=C1)C(F)(F)F)F)C1=NC=C(C=C1)Cl ((S)-3-amino-3-(5-chloropyridin-2-yl)-3-(3-fluoro-5-(trifluoromethyl)phenyl)propanoic acid). The solvent is ClCCCl (DCE), C(Cl)Cl (DCM). Run at temperature 50 celsius, time 18 hour. Product: N[C@@](CC(=O)N)(C1=CC(=CC(=C1)C(F)(F)F)F)C1=NC=C(C=C1)Cl ((S)-3-amino-3-(5-chloropyridin-2-yl)-3-(3-fluoro-5-(trifluoromethyl)phenyl) propanamide). Yield: 65.0%. Reaction SMILES: [NH2:1][C@:2]([C:18]1[CH:23]=[CH:22][C:21]([Cl:24])=[CH:20][N:19]=1)([C:7]1[CH:12]=[C:11]([C:13]([F:16])([F:15])[F:14])[CH:10]=[C:9]([F:17])[CH:8]=1)[CH2:3][C:4](O)=[O:5].CC[N:27]=C=NCCCN(C)C.C1C=CC2N(O)N=NC=2C=1.[NH4+].[Cl-]>ClCCCl.C(Cl)Cl>[NH2:1][C@:2]([C:18]1[CH:23]=[CH:22][C:21]([Cl:24])=[CH:20][N:19]=1)([C:7]1[CH:12]=[C:11]([C:13]([F:15])([F:16])[F:14])[CH:10]=[C:9]([F:17])[CH:8]=1)[CH2:3][C:4]([NH2:27])=[O:5] |f:3.4|. Reported procedure: (S)-3-amino-3-(5-chloropyridin-2-yl)-3-(3-fluoro-5-(trifluoromethyl)phenyl)propanoic acid (0.047 g, 0.13 mmol, prepared as described in Procedure 29) was dissolved in DCE (5 mL) at room temperature. To the solution was added EDCI (0.035 g, 0.14 mmol), HOBt (0.025 mg, 0.14 mmol), NH4Cl (0.075 g, 1.3 mmol) and TEA (ca.0.070 g). The resulting solution was stirred for 18 h then heated to 50° C. for 8 h. On cooling the reaction mixture was diluted with DCM (ca. 10 mL) and washed with saturated NaCl s... Starting materials: CN(C=O)C (dimethylformamide), O=C1NC2=CC(=C(C=C2C(N1CC(=O)OCC)=O)F)C=1NC=CN1 (ethyl 1,4-dihydro-2,4-dioxo-6-fluoro-7-imidazolyl-3(2H)-quinazolineacetate), C([O-])([O-])=O.[K+].[K+] (potassium carbonate), ClC1=C(CCl)C=CC(=C1)Cl (2,4-dichlorobenzyl chloride). Solvent: O (water). Run at temperature 100 celsius, time 5 hour. Yields the product ClC1=C(C=CC(=C1)Cl)CN1C(N(C(C2=CC(=C(C=C12)C=1NC=CN1)F)=O)CC(=O)OCC)=O (Ethyl 1-(2,4-dichlorophenyl)methyl-1,4-dihydro-2,4-dioxo-6-fluoro-7-imidazolyl-3(2H)-quinazolineacetate). The yield is 65.3%. Reaction SMILES: CN(C)C=O.[O:6]=[C:7]1[N:16]([CH2:17][C:18]([O:20][CH2:21][CH3:22])=[O:19])[C:15](=[O:23])[C:14]2[C:9](=[CH:10][C:11]([C:25]3[NH:26][CH:27]=[CH:28][N:29]=3)=[C:12]([F:24])[CH:13]=2)[NH:8]1.C(=O)([O-])[O-].[K+].[K+].[Cl:36][C:37]1[CH:44]=[C:43]([Cl:45])[CH:42]=[CH:41][C:38]=1[CH2:39]Cl>O>[Cl:36][C:37]1[CH:44]=[C:43]([Cl:45])[CH:42]=[CH:41][C:38]=1[CH2:39][N:8]1[C:9]2[C:14](=[CH:13][C:12]([F:24])=[C:11]([C:25]3[NH:29][CH:28]=[CH:27][N:26]=3)[CH:10]=2)[C:15](=[O:23])[N:16]([CH2:17][C:18]([O:20][CH2:21][CH3:22])=[O:19])[C:7]1=[O:6] |f:2.3.4|. Reported procedure: Into 50 ml of dimethylformamide were dissolved 2.33 g of ethyl 1,4-dihydro-2,4-dioxo-6-fluoro-7-imidazolyl-3(2H)-quinazolineacetate, and, after added 0.97 g of potassium carbonate and 1.51 g of 2,4-dichlorobenzyl chloride, the mixture was stirred for 5 hours at 100° C. After cooling by allowing to stand, the reaction mixture was poured into 500 ml of water and the deposits were collected by filtration. They were recrystallized from ethanol to obtain 2.25 g of title compound. m.p. 192°-193° C.